This data is from the Open Reaction Database (ORD), a public repository of structured organic reaction records. The task is: describe an organic reaction: reactants, conditions, products, and yield Reactants: CCCc1cc(C(=O)OC(C)(C)C)cc(N2CCCCC2=O)c1, CC=Cc1cc(C(=O)O)cc(N2CCCCS2(=O)=O)c1OC. Yields the product CCCc1cc(C(=O)O)cc(N2CCCCS2(=O)=O)c1OC. As a reaction SMILES: [C:23]([O:24][C:25](=[O:26])[c:27]1[cH:28][c:29]([CH2:30][CH2:31][CH3:32])[cH:33][c:34]([N:35]2[CH2:36][CH2:37][CH2:38][CH2:39][C:40]2=[O:41])[cH:42]1)([CH3:43])([CH3:44])[CH3:45].[O:1]=[S:2]1(=[O:22])[N:3]([c:8]2[cH:9][c:10]([C:11](=[O:12])[OH:13])[cH:14][c:15]([CH:19]=[CH:20][CH3:21])[c:16]2[O:17][CH3:18])[CH2:4][CH2:5][CH2:6][CH2:7]1>>[O:1]=[S:2]1(=[O:22])[N:3]([c:8]2[cH:9][c:10]([C:11](=[O:12])[OH:13])[cH:14][c:15]([CH2:19][CH2:20][CH3:21])[c:16]2[O:17][CH3:18])[CH2:4][CH2:5][CH2:6][CH2:7]1. The reactants are C(=O)([O-])[O-].[Na+].[Na+] (Na2CO3), N (NH3), Solvent A, C(=O)(C(F)(F)F)O (TFA), Solvent B, C(=O)(C(F)(F)F)O (TFA), BrC=1C=C(C=2NC=3C=C(C=CC3C2N1)N1C(COCC1)=O)C(=O)N (2-bromo-7-(3-oxomorpholino)-5H-pyrido[3,2-b]indole-4-carboxamide), CC1(OB(OC1(C)C)C1=CC=C(S1)CN1CCOCC1)C (4-((5-(4,4,5,5-tetramethyl-1,3,2-dioxaborolan-2-yl)thiophen-2-yl)methyl)morpholine). The reagents and catalysts are C1=CC=C(C=C1)P([C-]2C=CC=C2)C3=CC=CC=C3.C1=CC=C(C=C1)P([C-]2C=CC=C2)C3=CC=CC=C3.Cl[Pd]Cl.[Fe+2].C(Cl)Cl (PdCl2(dppf) CH2Cl2). The solvent is COCCOC (DME), CO (MeOH), CN(C)C=O (DMF), CO (Methanol), CO (Methanol), O (H2O), O (H2O). Reaction conditions: temperature 100 celsius. The product is O1CCN(CC1)CC1=CC=C(S1)C=1C=C(C=2NC=3C=C(C=CC3C2N1)N1C(COCC1)=O)C(=O)N (2-(5-(morpholinomethyl)thiophen-2-yl)-7-(3-oxomorpholino)-5H-pyrido[3,2-b]indole-4-carboxamide). The yield is 59.7%. As a reaction SMILES: Br[C:2]1[CH:3]=[C:4]([C:22]([NH2:24])=[O:23])[C:5]2[NH:6][C:7]3[CH:8]=[C:9]([N:15]4[CH2:20][CH2:19][O:18][CH2:17][C:16]4=[O:21])[CH:10]=[CH:11][C:12]=3[C:13]=2[N:14]=1.CC1(C)C(C)(C)OB([C:33]2[S:37][C:36]([CH2:38][N:39]3[CH2:44][CH2:43][O:42][CH2:41][CH2:40]3)=[CH:35][CH:34]=2)O1.C([O-])([O-])=O.[Na+].[Na+].C(O)(C(F)(F)F)=O.N>CN(C=O)C.CO.C1C=CC(P(C2C=CC=CC=2)[C-]2C=CC=C2)=CC=1.C1C=CC(P(C2C=CC=CC=2)[C-]2C=CC=C2)=CC=1.Cl[Pd]Cl.[Fe+2].C(Cl)Cl.O.COCCOC>[O:42]1[CH2:43][CH2:44][N:39]([CH2:38][C:36]2[S:37][C:33]([C:2]3[CH:3]=[C:4]([C:22]([NH2:24])=[O:23])[C:5]4[NH:6][C:7]5[CH:8]=[C:9]([N:15]6[CH2:20][CH2:19][O:18][CH2:17][C:16]6=[O:21])[CH:10]=[CH:11][C:12]=5[C:13]=4[N:14]=3)=[CH:34][CH:35]=2)[CH2:40][CH2:41]1 |f:2.3.4,9.10.11.12.13|. Reported procedure: A mixture of 2-bromo-7-(3-oxomorpholino)-5H-pyrido[3,2-b]indole-4-carboxamide (30 mg, 0.077 mmol), 4-((5-(4,4,5,5-tetramethyl-1,3,2-dioxaborolan-2-yl)thiophen-2-yl)methyl)morpholine (48 mg, 0.15 mmol), PdCl2(dppf)-CH2Cl2 adduct (6 mg, 8 μmol) was flushed with nitrogen. DME (1.5 mL) and Na2CO3 (0.19 mL, 0.39 mmol, 2.0 N aq. solution) were added and the vial was sealed and heated at 100° C. for 2 hrs. This was diluted with DMF and preparative HPLC (100×30 mm Luna C18 column, Solvent A=10% Methanol...